From a dataset of the Open Reaction Database (ORD), a public repository of structured organic reaction records. describe an organic reaction: reactants, conditions, products, and yield Reactants: CN1CCC(CC1)C1=NNC2=CC=CC=C12 (3-(1-methyl-4-piperidinyl)-1H-indazole), FC1=C(C=CC=C1)C(F)(F)F (2-fluorobenzotrifluoride), O (water), oil, [H-].[Na+] (sodium hydride). Run in CN(C=O)C (dimethylformamide), CN(C=O)C (dimethylformamide). Conditions: time 1 hour. Yields the product FC(C1=C(C=CC=C1)N1N=C(C2=CC=CC=C12)C1CCN(CC1)C)(F)F (1-[2-(Trifluoromethyl)phenyl]-3-(1-methyl-4-piperidinyl)-1H-indazole). Isolated yield 24.0%. RXN SMILES: [H-].[Na+].[CH3:3][N:4]1[CH2:9][CH2:8][CH:7]([C:10]2[C:18]3[C:13](=[CH:14][CH:15]=[CH:16][CH:17]=3)[NH:12][N:11]=2)[CH2:6][CH2:5]1.F[C:20]1[CH:25]=[CH:24][CH:23]=[CH:22][C:21]=1[C:26]([F:29])([F:28])[F:27].O>CN(C)C=O>[F:27][C:26]([F:29])([F:28])[C:21]1[CH:22]=[CH:23][CH:24]=[CH:25][C:20]=1[N:12]1[C:13]2[C:18](=[CH:17][CH:16]=[CH:15][CH:14]=2)[C:10]([CH:7]2[CH2:6][CH2:5][N:4]([CH3:3])[CH2:9][CH2:8]2)=[N:11]1 |f:0.1|. Reported procedure: To a stirred suspension of 1.0 g of a 50% oil dispersion of sodium hydride in 20 ml of dimethylformamide was added, dropwise, 3.2 g of 3-(1-methyl-4-piperidinyl)-1H-indazole dissolved in 25 ml of hot dimethylformamide. After stirring for one hr at ambient temperature, 3.75 ml of 2-fluorobenzotrifluoride was added. The reaction mixture was heated to 90° C. and stirred for 17 hrs. The mixture was then poured into water, extracted with ether, dried over anhydrous magnesium sulfate and concentrated....